Dataset: the Open Reaction Database (ORD), a public repository of structured organic reaction records. Task: describe an organic reaction: reactants, conditions, products, and yield Starting materials: COC=1C=C(C=CC1OC)NC1=NC(=NC2=CC=C(C=C12)[N+](=O)[O-])C ((3,4-dimethoxy-phenyl)-(2-methyl-6-nitro-quinazolin-4-yl)-amine), CI (methyl iodide), [H-].[Na+] (sodium hydride). Run in CN(C)C=O (DMF). Yields the product COC=1C=C(C=CC1OC)N(C)C1=NC(=NC2=CC=C(C=C12)[N+](=O)[O-])C ((3,4-Dimethoxy-phenyl)-(2-methyl-6-nitro-quinazolin-4-yl)-methylamine), yellow solids. Yield: 9.2%. As a reaction SMILES: [CH3:1][O:2][C:3]1[CH:4]=[C:5]([NH:11][C:12]2[C:21]3[C:16](=[CH:17][CH:18]=[C:19]([N+:22]([O-:24])=[O:23])[CH:20]=3)[N:15]=[C:14]([CH3:25])[N:13]=2)[CH:6]=[CH:7][C:8]=1[O:9][CH3:10].[CH3:26]I.[H-].[Na+]>CN(C=O)C>[CH3:1][O:2][C:3]1[CH:4]=[C:5]([N:11]([C:12]2[C:21]3[C:16](=[CH:17][CH:18]=[C:19]([N+:22]([O-:24])=[O:23])[CH:20]=3)[N:15]=[C:14]([CH3:25])[N:13]=2)[CH3:26])[CH:6]=[CH:7][C:8]=1[O:9][CH3:10] |f:2.3|. Procedure: The title compound was prepared from (3,4-dimethoxy-phenyl)-(2-methyl-6-nitro-quinazolin-4-yl)-amine (105 mg, 0.31 mmol), methyl iodide (0.029 ml, 0.46 mmol), sodium hydride (19 mg, 0.46 mmol, 60% oil dispersion) in DMF similar to example 21 to give 10.1 mg (9.2%) of yellow solids. 1H NMR (CDCl3): 8.30-8.62 (m, 1H), 7.91 (d, J=2.4 Hz, 1H), 7.76 (d, J=9.3 Hz, 1H), 6.97 (d, J=8.4 Hz, 1H), 6.86-6.82 (m, 1H), 6.74 (d, J=2.7 Hz, 1H), 3.95 (s, 3H)), 3.81 (s, 3H), 3.66 (s, 3H), 2.73 (s, 3H). Procedure details: C-1. 1,2-Dihydro-6-methyl-5-(2-methyl-4-thiazolyl)-2-oxo-3-pyridinecarbonitrile--A mixture containing 25.4 g of 5-(bromoacetyl)-1,2-dihydro-6-methyl-2-oxo-3-pyridinecarbonitrile, 7.5 g of thioacetamide and 100 ml of dimethylformamide was heated with stirring on a steam bath for 5 hours and then concentrated on a rotary evaporator. To the residual material was added 100 ml of water and 10 ml of concentrated aqueous ammonium hydroxide. The resulting mixture was filtered and the filtrate reacidifie... Conditions: time 5 hour. The product is CC1=C(C=C(C(N1)=O)C#N)C=1N=C(SC1)C (1,2-dihydro-6-methyl-5-(2-methyl-4-thiazolyl)-2-oxo-3-pyridinecarbonitrile). The yield is 38.2%. RXN SMILES: Br[CH2:2][C:3]([C:5]1[CH:6]=[C:7]([C:13]#[N:14])[C:8](=[O:12])[NH:9][C:10]=1[CH3:11])=O.[C:15]([NH2:18])(=[S:17])[CH3:16]>CN(C)C=O>[CH3:11][C:10]1[NH:9][C:8](=[O:12])[C:7]([C:13]#[N:14])=[CH:6][C:5]=1[C:3]1[N:18]=[C:15]([CH3:16])[S:17][CH:2]=1. Reactants: C-1. 1,2-Dihydro-6-methyl-5-(2-methyl-4-thiazolyl)-2-oxo-3-pyridinecarbonitrile, BrCC(=O)C=1C=C(C(NC1C)=O)C#N (5-(bromoacetyl)-1,2-dihydro-6-methyl-2-oxo-3-pyridinecarbonitrile), C(C)(=S)N (thioacetamide). Solvent: CN(C=O)C (dimethylformamide). The reactants are C(C)(C)(C)OC(=O)N(CCOC=1C=C(C(=O)O)C=C(C1)Cl)C1=CC=NC=C1 (3-[2-(tert-butoxycarbonyl-pyridin-4-yl-amino)-ethoxy]-5-chloro-benzoic acid), C1(CCCC1)NCCCCN1N=CN=C1 (cyclopentyl-(4-[1,2,4]triazol-1-yl-butyl)-amine), CCOC1C=CC2=CC=CC=C2N1C(=O)OCC (EEDQ). The solvent is C(C)#N (acetonitrile). The product is C(C)(C)(C)OC(N(C1=CC=NC=C1)CCOC1=CC(=CC(=C1)C(N(CCCCN1N=CN=C1)C1CCCC1)=O)Cl)=O ({2-[3-Chloro-5-(cyclopentyl-(4-[1,2,4]triazol-1-yl-butyl)-carbamoyl)-phenoxy]-ethyl}-pyridin-4-yl-carbamic acid tert-butyl ester). The yield is 37.1%. As a reaction SMILES: [C:1]([O:5][C:6]([N:8]([C:22]1[CH:27]=[CH:26][N:25]=[CH:24][CH:23]=1)[CH2:9][CH2:10][O:11][C:12]1[CH:13]=[C:14]([CH:18]=[C:19]([Cl:21])[CH:20]=1)[C:15](O)=[O:16])=[O:7])([CH3:4])([CH3:3])[CH3:2].[CH:28]1([NH:33][CH2:34][CH2:35][CH2:36][CH2:37][N:38]2[CH:42]=[N:41][CH:40]=[N:39]2)[CH2:32][CH2:31][CH2:30][CH2:29]1.CCOC1N(C(OCC)=O)C2C(=CC=CC=2)C=C1>C(#N)C>[C:1]([O:5][C:6](=[O:7])[N:8]([CH2:9][CH2:10][O:11][C:12]1[CH:13]=[C:14]([C:15](=[O:16])[N:33]([CH:28]2[CH2:32][CH2:31][CH2:30][CH2:29]2)[CH2:34][CH2:35][CH2:36][CH2:37][N:38]2[CH:42]=[N:41][CH:40]=[N:39]2)[CH:18]=[C:19]([Cl:21])[CH:20]=1)[C:22]1[CH:23]=[CH:24][N:25]=[CH:26][CH:27]=1)([CH3:4])([CH3:3])[CH3:2]. Procedure details: A solution of 3-[2-(tert-butoxycarbonyl-pyridin-4-yl-amino)-ethoxy]-5-chloro-benzoic acid (0.040 g), cyclopentyl-(4-[1,2,4]triazol-1-yl-butyl)-amine (0.055 g) and EEDQ (0.050 g) in acetonitrile (2 ml) was stirred at reflux, under nitrogen, for 4 h. The solvent was evaporated and the residue was purified by flash chromatography eluting with dichloromethane:methanol:ammonia (95:5:0.5 then 90:10:1 v/v/v) to give the title compound as an orange oil (0.022 g). The reactants are COP(OC)(=O)CC(CN1C([C@H](C[C@H]1C)NC(=O)OC(C)(C)C)=O)=O ([3-(3 (S)-tert-Butoxycarbonylamino-5(R)-methyl-2-oxo-pyrrolidin-1-yl)-2-oxo-propyl]-phosphonic Acid Dimethyl Ester), C([O-])([O-])=O.[K+].[K+] (potassium carbonate), CC1=NC=C(C=N1)C=O (2-methyl-pyrimidine-5-carboxaldehyde). The solvent is C1CCOC1 (THF), C(C)(=O)OCC (ethyl acetate). Product: C(C)(C)(C)OC(N[C@@H]1C(N([C@@H](C1)C)CC(C=CC=1C=NC(=NC1)C)=O)=O)=O ({1-[4-(2-methyl-pyrimidin-5-yl)-2-oxo-but-3-enyl]-5(R)-methyl-2-oxo-pyrrolidin-3(S)-yl}-carbamic Acid Tert-butyl Ester). As a reaction SMILES: COP([CH2:7][C:8](=[O:25])[CH2:9][N:10]1[C@H:14]([CH3:15])[CH2:13][C@H:12]([NH:16][C:17]([O:19][C:20]([CH3:23])([CH3:22])[CH3:21])=[O:18])[C:11]1=[O:24])(=O)OC.C(=O)([O-])[O-].[K+].[K+].[CH3:32][C:33]1[N:38]=[CH:37][C:36]([CH:39]=O)=[CH:35][N:34]=1>C1COCC1.C(OCC)(=O)C>[C:20]([O:19][C:17](=[O:18])[NH:16][C@H:12]1[CH2:13][C@@H:14]([CH3:15])[N:10]([CH2:9][C:8](=[O:25])[CH:7]=[CH:39][C:36]2[CH:35]=[N:34][C:33]([CH3:32])=[N:38][CH:37]=2)[C:11]1=[O:24])([CH3:21])([CH3:22])[CH3:23] |f:1.2.3|. Procedure: A stirred suspension of 4-3 (2.5 g, 6.61 mmol), potassium carbonate (1.83 g, 13.2 mmol), and 2-methyl-pyrimidine-5-carboxaldehyde (for preparation, see U.S. Pat. No. 6,048,861) (0.81 g, 6.61 mmol) in THF (50 mL) was heated at 60-65° C. for 3 hours and then cooled to ambient temperature. The reaction mixture was diluted with ethyl acetate, washed with saturated aqueous sodium hydrogen carbonate, saturated aqueous sodium chloride, dried over magnesium sulfate, and filtered. Following evaporative r... Run at temperature -78 celsius, time 2 hour. Reaction SMILES: I[CH2:2][CH2:3][CH:4]=[CH2:5].[Li][C:7]([CH3:10])([CH3:9])C.[F:11][C:12]1[C:22]([F:23])=[CH:21][CH:20]=[CH:19][C:13]=1[C:14]([O:16]CC)=O.[CH3:24]COCC>>[F:11][C:12]1[C:22]([F:23])=[CH:21][CH:20]=[CH:19][C:13]=1[C:14]([OH:16])([CH2:24][CH2:9][CH:7]=[CH2:10])[CH2:2][CH2:3][CH:4]=[CH2:5]. Yields the product FC1=C(C=CC=C1F)C(CCC=C)(CCC=C)O (5-(2,3-difluorophenyl)nona-1,8-dien-5-ol). Reactants: [Li]C(C)(C)C (tBuLi), ICCC=C (4-iodobut-1-ene), CCOCC (Et2O), FC1=C(C(=O)OCC)C=CC=C1F (ethyl 2,3-difluorobenzoate). Procedure details: In a 500 mL round-bottomed flask (t=g) was added crude 4-iodobut-1-ene (11.51 g, 63.2 mmol) in Et2O (100 mL) to give a colorless solution. After cooling to −78° C. under nitrogen, tBuLi (80 mL, 136 mmol) was added dropwise via syringe. The mixture was slowly warmed up to room temperature while stirring for 2 hours. After 20 minutes at room temperature, the mixture was cooled to −78° C. and ethyl 2,3-difluorobenzoate (4.28 mL, 28.7 mmol) was added dropwise via syringe. The mixture was gradually w... Starting materials: FC(COC1=C(C=CC=C1)N1CCN(CC1)CCCN1C(N(C=CC1=O)COCC[Si](C)(C)C)=O)(F)F (3-(3-{4-[2-(2,2,2-trifluoroethoxy)phenyl]piperazin-1-yl}-propyl)-1-[2-(trimethylsilyl)ethoxymethyl]-2,4(1H,3H)-pyrimidinedione), [F-].C(CCC)[N+](CCCC)(CCCC)CCCC (tetrabutylammonium fluoride). Run in C1CCOC1 (THF). Reaction conditions: temperature 25 celsius, time 24 hour. Product: FC(COC1=C(C=CC=C1)N1CCN(CC1)CCCN1C(NC=CC1=O)=O)(F)F (3-(3-{4-[2-(2,2,2-trifluoroethoxy)phenyl]piperazin-1-yl}propyl)-2,4(1H,3H)-pyrimidinedione). The yield is 78.0%. Reaction SMILES: [F:1][C:2]([F:37])([F:36])[CH2:3][O:4][C:5]1[CH:10]=[CH:9][CH:8]=[CH:7][C:6]=1[N:11]1[CH2:16][CH2:15][N:14]([CH2:17][CH2:18][CH2:19][N:20]2[C:25](=[O:26])[CH:24]=[CH:23][N:22](COCC[Si](C)(C)C)[C:21]2=[O:35])[CH2:13][CH2:12]1.[F-].C([N+](CCCC)(CCCC)CCCC)CCC>C1COCC1>[F:36][C:2]([F:1])([F:37])[CH2:3][O:4][C:5]1[CH:10]=[CH:9][CH:8]=[CH:7][C:6]=1[N:11]1[CH2:12][CH2:13][N:14]([CH2:17][CH2:18][CH2:19][N:20]2[C:25](=[O:26])[CH:24]=[CH:23][NH:22][C:21]2=[O:35])[CH2:15][CH2:16]1 |f:1.2|. Reported procedure: A mixture of the 3-(3-{4-[2-(2,2,2-trifluoroethoxy)phenyl]piperazin-1-yl}-propyl)-1-[2-(trimethylsilyl)ethoxymethyl]-2,4(1H,3H)-pyrimidinedione (273 mg, 0.5 mmol), prepared as in Example 25, tetrabutylammonium fluoride (2 mmol) and THF (5 mL) was stirred 24 hours at 25° C. The reaction mixture then was concentrated and the residue was purified by column chromatography on silica gel eluting with ethyl acetate to give 3-(3-{4-[2-(2,2,2-trifluoroethoxy)phenyl]piperazin-1-yl}propyl)-2,4(1H,3H)-pyrim... Starting materials: C(=O)C1=CC=2C(=NC=CC2C=2C(=NN(C2)CC)C2=CC=C(C=C2)NC(=O)NC2=CC=CC=C2)N1S(=O)(=O)C1=CC=CC=C1 (N-(4-{4-[2-formyl-1-(phenylsulfonyl)-1H-pyrrolo[2,3-b]pyridin-4-yl]-1-ethyl-1H-pyrazol-3-yl}phenyl)-N′-phenylurea), NCCN1CCOCC1 (4-(2-aminoethyl)-morpholine), C(C)(=O)O[BH-](OC(C)=O)OC(C)=O.[Na+] (sodium triacetoxyborohydride). The solvent is ClCCl (dichloromethane), C(C)(=O)O (acetic acid). Yields the product C(C)N1N=C(C(=C1)C1=C2C(=NC=C1)N(C(=C2)CNCCN2CCOCC2)S(=O)(=O)C2=CC=CC=C2)C2=CC=C(C=C2)NC(=O)NC2=CC=CC=C2 (N-(4-{1-ethyl-4-[2-({[2-(4-morpholinyl)ethyl]amino}methyl)-1-(phenylsulfonyl)-1H-pyrrolo[2,3-b]pyridin-4-yl]-1H-pyrazol-3-yl}-phenyl)-N′-phenylurea), crude product. Reaction SMILES: [CH:1]([C:3]1[N:34]([S:35]([C:38]2[CH:43]=[CH:42][CH:41]=[CH:40][CH:39]=2)(=[O:37])=[O:36])[C:6]2=[N:7][CH:8]=[CH:9][C:10]([C:11]3[C:12]([C:18]4[CH:23]=[CH:22][C:21]([NH:24][C:25]([NH:27][C:28]5[CH:33]=[CH:32][CH:31]=[CH:30][CH:29]=5)=[O:26])=[CH:20][CH:19]=4)=[N:13][N:14]([CH2:16][CH3:17])[CH:15]=3)=[C:5]2[CH:4]=1)=O.[NH2:44][CH2:45][CH2:46][N:47]1[CH2:52][CH2:51][O:50][CH2:49][CH2:48]1.C(O[BH-](OC(=O)C)OC(=O)C)(=O)C.[Na+]>ClCCl.C(O)(=O)C>[CH2:16]([N:14]1[CH:15]=[C:11]([C:10]2[CH:9]=[CH:8][N:7]=[C:6]3[N:34]([S:35]([C:38]4[CH:39]=[CH:40][CH:41]=[CH:42][CH:43]=4)(=[O:36])=[O:37])[C:3]([CH2:1][NH:44][CH2:45][CH2:46][N:47]4[CH2:52][CH2:51][O:50][CH2:49][CH2:48]4)=[CH:4][C:5]=23)[C:12]([C:18]2[CH:23]=[CH:22][C:21]([NH:24][C:25]([NH:27][C:28]3[CH:33]=[CH:32][CH:31]=[CH:30][CH:29]=3)=[O:26])=[CH:20][CH:19]=2)=[N:13]1)[CH3:17] |f:2.3|. Reported procedure: A solution of N-(4-{4-[2-formyl-1-(phenylsulfonyl)-1H-pyrrolo[2,3-b]pyridin-4-yl]-1-ethyl-1H-pyrazol-3-yl}phenyl)-N′-phenylurea (0.1 mmol), 4-(2-aminoethyl)-morpholine (0.2 mmol), and sodium triacetoxyborohydride (0.2 mmol) in dichloromethane (1 mL) and acetic acid (0.25 mL) under nitrogen was stirred at room temperature for 30 minutes. The reaction was quenched with 1N sodium hydroxide solution (5 mL) and extracted with ethyl acetate (3×5 mL). The combined organic layers were washed with brine ... The reactants are CCOC(C)=O, O=C1CCC(=Cc2ccccc2)CC1. Yields the product O=C1CCC(Cc2ccccc2)CC1. As a reaction SMILES: [CH3:15][CH2:16][O:17][C:18](=[O:19])[CH3:20].[CH:1]([c:2]1[cH:3][cH:4][cH:5][cH:6][cH:7]1)=[C:8]1[CH2:9][CH2:10][C:11](=[O:14])[CH2:12][CH2:13]1>>[CH2:1]([c:2]1[cH:3][cH:4][cH:5][cH:6][cH:7]1)[CH:8]1[CH2:9][CH2:10][C:11](=[O:14])[CH2:12][CH2:13]1.